From a dataset of the Open Reaction Database (ORD), a public repository of structured organic reaction records. describe an organic reaction: reactants, conditions, products, and yield Yields the product N=1N(C=C2C=CC=CC12)C1=C(C=C(OC(CCC)C2=CC=C(C(=O)NCCC(=O)O)C=C2)C=C1)C (3-(4-(1-(4-(2H-indazol-2-yl)-3-methylphenoxy)butyl)benzamido)propanoic acid). Starting materials: N=1N(C=C2C=CC=CC12)C1=C(C=C(OC(CCC)C2=CC=C(C(=O)NCCC(=O)OC)C=C2)C=C1)C (methyl 3-(4-(1-(4-(2H-indazol-2-yl)-3-methylphenoxy)butyl)benzamido)propanoate), C(=O)=O (CO2), C(=O)=O (CO2). RXN SMILES: [N:1]1[N:2]([C:10]2[CH:35]=[CH:34][C:13]([O:14][CH:15]([C:19]3[CH:33]=[CH:32][C:22]([C:23]([NH:25][CH2:26][CH2:27][C:28]([O:30]C)=[O:29])=[O:24])=[CH:21][CH:20]=3)[CH2:16][CH2:17][CH3:18])=[CH:12][C:11]=2[CH3:36])[CH:3]=[C:4]2[C:9]=1[CH:8]=[CH:7][CH:6]=[CH:5]2.C(=O)=O>>[N:1]1[N:2]([C:10]2[CH:35]=[CH:34][C:13]([O:14][CH:15]([C:19]3[CH:33]=[CH:32][C:22]([C:23]([NH:25][CH2:26][CH2:27][C:28]([OH:30])=[O:29])=[O:24])=[CH:21][CH:20]=3)[CH2:16][CH2:17][CH3:18])=[CH:12][C:11]=2[CH3:36])[CH:3]=[C:4]2[C:9]=1[CH:8]=[CH:7][CH:6]=[CH:5]2. Procedure: The title compound was prepared by a method analogous to that described in Step D of Example 82, using Isomer 2 of methyl 3-(4-(1-(4-(2H-indazol-2-yl)-3-methylphenoxy)butyl)benzamido)propanoate. 1H NMR (400 MHz, CD3OD, δ): 8.25 (s, 1H), 7.78 (d, J=8.4 Hz, 2H), 7.74 (d, J=8.4 Hz, 1H), 7.62 (d, J=8.8 Hz, 1H), 7.49 (d, J=8.4 Hz, 2H), 7.30-7.35 (m, 1H), 7.23 (d, J=8.4 Hz, 1H), 7.09-7.13 (m, 1H), 6.92 (d, J=2.4 Hz, 1H), 6.83 (dd, J=8.4, 2.8 Hz, 1H), 5.37-5.40 (m, 1H), 3.60 (t, J=6.4 Hz, 2H), 2.61 (t,... Starting materials: C(C1=CC=CC=C1)N1CC=CC1 (1-benzyl-3-pyrroline), S(O)(O)(=O)=O (sulfuric acid), O (water), (NH4)2S2O8, 500W, C1(=CC=CC=C1)S (benzenethiol). Solvent: CC(=O)C (acetone). Yields the product C(C1=CC=CC=C1)N1CC(C(C1)SC1=CC=CC=C1)O (1-benzyl-4-phenylthio-3-pyrrolidinol). The yield is 70.8%. As a reaction SMILES: [CH2:1]([N:8]1[CH2:12][CH:11]=[CH:10][CH2:9]1)[C:2]1[CH:7]=[CH:6][CH:5]=[CH:4][CH:3]=1.S(=O)(=O)(O)O.[OH2:18].[C:19]1([SH:25])[CH:24]=[CH:23][CH:22]=[CH:21][CH:20]=1>CC(C)=O>[CH2:1]([N:8]1[CH2:12][CH:11]([S:25][C:19]2[CH:24]=[CH:23][CH:22]=[CH:21][CH:20]=2)[CH:10]([OH:18])[CH2:9]1)[C:2]1[CH:7]=[CH:6][CH:5]=[CH:4][CH:3]=1. Procedure: To a solution of 15.9 g (0.1 mol) of 1-benzyl-3-pyrroline, 12.0 g (0.12 mol) of 98% sulfuric acid, 15.0 g of water, and 60.0 g of acetone in a quartz round flask reactor, 45.6 g (0.20 mol) of (NH4)2S2O8 (ammonium peroxydisulfate produced by Mitsubishi Gas Chemical Industry Co., Ltd.) was added with stirring and allowed to react for 5 days at room temperature with irradiation by 500W Xe lamps (UXL-500D xenon lamp produced by Ushio). After evaporation of acetone under reduced pressure, continuousl... Starting materials: Cc1ccc(-c2cccc3c2CC(CN=[N+]=[N-])O3)cc1, Cl. Yields the product Cc1ccc(-c2cccc3c2CC(CN)O3)cc1. RXN SMILES: [CH3:1][c:2]1[cH:3][cH:4][c:5](-[c:8]2[cH:9][cH:10][cH:11][c:12]3[c:13]2[CH2:14][CH:15]([CH2:17][N:18]=[N+:19]=[N-:20])[O:16]3)[cH:6][cH:7]1.[ClH:21]>>[CH3:1][c:2]1[cH:3][cH:4][c:5](-[c:8]2[cH:9][cH:10][cH:11][c:12]3[c:13]2[CH2:14][CH:15]([CH2:17][NH2:18])[O:16]3)[cH:6][cH:7]1.